Dataset: the Open Reaction Database (ORD), a public repository of structured organic reaction records. Task: describe an organic reaction: reactants, conditions, products, and yield Reactants: C(C)(C)(C)C=1N=C(C2=C(N1)N(N=N2)CC2=C(C=CC=C2)Cl)N2CCOCC2 (5-tert-Butyl-3-(2-chloro-benzyl)-7-morpholin-4-yl-3H-[1,2,3]triazolo[4,5-d]pyrimidine), C(C)(C)(C)C=1N=C(C2=C(N1)N(N=N2)CC2=C(C=CC=C2)Cl)Cl (5-tert-butyl-7-chloro-3-(2-chlorobenzyl)-3H-[1,2,3]triazolo[4,5-d]pyrimidine), N1[C@H](CCC1)CO ((R)-pyrrolidin-2-ylmethanol). Product: C(C)(C)(C)C=1N=C(C2=C(N1)N(N=N2)CC2=C(C=CC=C2)Cl)N2[C@H](CCC2)CO ({(R)-1-[5-tert-Butyl-3-(2-chloro-benzyl)-3H-[1,2,3]triazolo[4,5-d]pyrimidin-7-yl]-pyrrolidin-2-yl}-methanol), gum. Isolated yield 75.0%. RXN SMILES: [C:1]([C:5]1[N:6]=[C:7]([N:22]2[CH2:27][CH2:26][O:25][CH2:24][CH2:23]2)[C:8]2[N:13]=[N:12][N:11]([CH2:14][C:15]3[CH:20]=[CH:19][CH:18]=[CH:17][C:16]=3[Cl:21])[C:9]=2[N:10]=1)([CH3:4])([CH3:3])[CH3:2].[C:28](C1N=C(Cl)C2N=NN(CC3C=CC=CC=3Cl)C=2N=1)(C)(C)C.N1CCC[C@@H]1CO>>[C:1]([C:5]1[N:6]=[C:7]([N:22]2[CH2:23][CH2:24][CH2:28][C@@H:27]2[CH2:26][OH:25])[C:8]2[N:13]=[N:12][N:11]([CH2:14][C:15]3[CH:20]=[CH:19][CH:18]=[CH:17][C:16]=3[Cl:21])[C:9]=2[N:10]=1)([CH3:4])([CH3:2])[CH3:3]. Procedure: In analogy to the procedure described for the synthesis of 5-tert-butyl-3-(2-chloro-benzyl)-7-morpholin-4-yl-3H-[1,2,3]triazolo[4,5-d]pyrimidine (example 1, step c), the title compound was prepared from 5-tert-butyl-7-chloro-3-(2-chlorobenzyl)-3H-[1,2,3]triazolo[4,5-d]pyrimidine and (R)-pyrrolidin-2-ylmethanol and isolated as light-yellow gum (14.2 mg, 75%). MS (m/e): 401.4 (MH+). The reactants are [C@H]1(CCCN2CCCC[C@H]12)CN1CCC(CC1)NC(=O)C=1NC2=CC=CC(=C2C1)OCC1=COC2=C1C=C(C=C2)F (4-(5-Fluoro-benzofuran-3-ylmethoxy)-1H-indole-2-carboxylic acid {1-[(1S,9aR)-1-(octahydro-quinolizin-1-yl)methyl]-piperidin-4-yl}-amide), Cl.Cl.Cl.NC1CCN(CC1)C[C@H](C)N1CCC(CC1)O (1-[(S)-2-(4-Amino-piperidin-1-yl)-1-methyl-ethyl]-piperidin-4-ol trihydrochloride). The product is Cl.Cl.OC1CCN(CC1)[C@H](CN1CCC(CC1)NC(=O)C=1NC2=CC=CC(=C2C1)OCC1=COC2=C1C=C(C=C2)F)C (4-(5-Fluoro-benzofuran-3-ylmethoxy)-1H-indole-2-carboxylic acid {1-[(S)-2-(4-hydroxy-piperidin-1-yl)-propyl]-piperidin-4-yl}-amide dihydrochloride). As a reaction SMILES: [C@H]1([CH2:11][N:12]2[CH2:17][CH2:16][CH:15]([NH:18][C:19]([C:21]3[NH:22][C:23]4[C:28]([CH:29]=3)=[C:27]([O:30][CH2:31][C:32]3[C:36]5[CH:37]=[C:38]([F:41])[CH:39]=[CH:40][C:35]=5[O:34][CH:33]=3)[CH:26]=[CH:25][CH:24]=4)=[O:20])[CH2:14][CH2:13]2)[C@@H]2N(CCCC2)CCC1.[ClH:42].Cl.Cl.NC1CCN([CH2:52][C@@H:53]([N:55]2[CH2:60][CH2:59][CH:58]([OH:61])[CH2:57][CH2:56]2)C)CC1>>[ClH:42].[ClH:42].[OH:61][CH:58]1[CH2:59][CH2:60][N:55]([C@@H:53]([CH3:52])[CH2:11][N:12]2[CH2:17][CH2:16][CH:15]([NH:18][C:19]([C:21]3[NH:22][C:23]4[C:28]([CH:29]=3)=[C:27]([O:30][CH2:31][C:32]3[C:36]5[CH:37]=[C:38]([F:41])[CH:39]=[CH:40][C:35]=5[O:34][CH:33]=3)[CH:26]=[CH:25][CH:24]=4)=[O:20])[CH2:14][CH2:13]2)[CH2:56][CH2:57]1 |f:1.2.3.4,5.6.7|. Reported procedure: This compound is synthesized from 4-(5-fluoro-benzofuran-3-ylmethoxy)-1H-indole-2-carboxylic acid (113, see example 60) and amine 50 analogously to the method described in example 1. Starting materials: [GeH4], O=C1c2ccccc2C(=O)c2c1cccc2[N+](=O)[O-], [Na+], [Na+], O, O=S([O-])[O-]. The product is O=C1c2ccccc2C(=O)c2ccccc21. RXN SMILES: [GeH4:20].[N+:1]([O-:2])(=[O:3])[c:4]1[cH:5][cH:6][cH:7][c:8]2[c:17]1[C:16](=[O:18])[c:15]1[c:10]([cH:11][cH:12][cH:13][cH:14]1)[C:9]2=[O:19].[Na+:25].[Na+:26].[OH2:27].[S:21]([O-:22])([O-:23])=[O:24]>>[cH:4]1[cH:5][cH:6][cH:7][c:8]2[c:17]1[C:16](=[O:18])[c:15]1[c:10]([cH:11][cH:12][cH:13][cH:14]1)[C:9]2=[O:19]. Starting materials: CO, COC(=O)CCc1cccc(CN)c1, Cl, O=Cc1ccc(-c2nccs2)cc1. Product: COC(=O)CCc1cccc(CNCc2ccc(-c3nccs3)cc2)c1. RXN SMILES: [CH3:29][OH:30].[CH3:2][O:3][C:4]([CH2:5][CH2:6][c:7]1[cH:8][c:9]([CH2:13][NH2:14])[cH:10][cH:11][cH:12]1)=[O:15].[ClH:1].[s:16]1[c:17](-[c:21]2[cH:22][cH:23][c:24]([CH:25]=[O:26])[cH:27][cH:28]2)[n:18][cH:19][cH:20]1>>[CH3:2][O:3][C:4]([CH2:5][CH2:6][c:7]1[cH:8][c:9]([CH2:13][NH:14][CH2:25][c:24]2[cH:23][cH:22][c:21](-[c:17]3[s:16][cH:20][cH:19][n:18]3)[cH:28][cH:27]2)[cH:10][cH:11][cH:12]1)=[O:15].